describe an organic reaction: reactants, conditions, products, and yield From a dataset of the Open Reaction Database (ORD), a public repository of structured organic reaction records. The reactants are CC=1C=CC2=C(N(C(=N2)[C@H](C)N)C2=CC=CC=C2)C1 ((S)-1-(6-Methyl-1-phenyl-1H-benzoimidazol-2-yl)ethylamine), ClC1=C2N=CNC2=NC=N1 (6-chloro-9H-purine), CCN(C(C)C)C(C)C (DIPEA). Solvent: O1CCOCC1 (dioxane). Reaction conditions: temperature 100 celsius, time 20 hour. The product is CC=1C=CC2=C(N(C(=N2)[C@H](C)NC2=C3N=CNC3=NC=N2)C2=CC=CC=C2)C1 ((S)—N-(1-(6-methyl-1-phenyl-1H-benzo[d]imidazol-2-yl)ethyl)-9H-purin-6-amine). RXN SMILES: [CH3:1][C:2]1[CH:3]=[CH:4][C:5]2[N:9]=[C:8]([C@@H:10]([NH2:12])[CH3:11])[N:7]([C:13]3[CH:18]=[CH:17][CH:16]=[CH:15][CH:14]=3)[C:6]=2[CH:19]=1.Cl[C:21]1[N:29]=[CH:28][N:27]=[C:26]2[C:22]=1[N:23]=[CH:24][NH:25]2.CCN(C(C)C)C(C)C>O1CCOCC1>[CH3:1][C:2]1[CH:3]=[CH:4][C:5]2[N:9]=[C:8]([C@@H:10]([NH:12][C:21]3[N:29]=[CH:28][N:27]=[C:26]4[C:22]=3[N:23]=[CH:24][NH:25]4)[CH3:11])[N:7]([C:13]3[CH:14]=[CH:15][CH:16]=[CH:17][CH:18]=3)[C:6]=2[CH:19]=1. Procedure: A mixture of (S)-1-(6-methyl-1-phenyl-1H-benzoimidazol-2-yl)ethylamine from Example 13 (100 mg, 0.398 mmol), 6-chloro-9H-purine (65 mg, 0.418 mmol) and DIPEA (0.347 mL, 1.99 mmol) in dioxane (3 mL) was stirred in a sealed vial for 20 h at 100° C. After cooling to RT, volatiles were removed under reduced pressure and the resulting residue was purified by column chromatography (Si—PCC, gradient 0-20% MeOH in EtOAc) and then crystallised from acetonitrile affording 118 as a white solid (35 mg, 24%)... Product: Cl.Cl.NCCN1C[C@H](N(CC1)C(C1=CC(=CC(=C1)C(F)(F)F)C(F)(F)F)=O)CC1=CNC2=CC=CC=C12 ((2R)-4-(2-aminoethyl)-1-[3,5-bis(trifluoromethyl)benzoyl]-2-(1H-indol-3-yl-methyl)piperazine dihydrochloride). Reactants: Cl (Hydrochloric acid), FC(C=1C=C(C(=O)N2[C@@H](CN(CC2)CCN=CC2=C(C=CC=C2)O)CC2=CNC3=CC=CC=C23)C=C(C1)C(F)(F)F)(F)F ((2R)-1-[3,5-bis(trifluoromethyl)benzoyl]-4-[N-(2-hydroxybenzylidene)-2-aminoethyl]-2-(1H-indol-3-yl-methyl)piperazine), C(C)(=O)OCC (ethyl acetate), CO (methanol), Cl (hydrogen chloride). Reaction conditions: temperature 50 celsius, time 4.5 hour. RXN SMILES: [ClH:1].[F:2][C:3]([F:44])([F:43])[C:4]1[CH:5]=[C:6]([CH:36]=[C:37]([C:39]([F:42])([F:41])[F:40])[CH:38]=1)[C:7]([N:9]1[CH2:14][CH2:13][N:12]([CH2:15][CH2:16][N:17]=CC2C=CC=CC=2O)[CH2:11][C@H:10]1[CH2:26][C:27]1[C:35]2[C:30](=[CH:31][CH:32]=[CH:33][CH:34]=2)[NH:29][CH:28]=1)=[O:8].C(OCC)(=O)C.CO>O1CCOCC1>[ClH:1].[ClH:1].[NH2:17][CH2:16][CH2:15][N:12]1[CH2:13][CH2:14][N:9]([C:7](=[O:8])[C:6]2[CH:5]=[C:4]([C:3]([F:43])([F:44])[F:2])[CH:38]=[C:37]([C:39]([F:40])([F:41])[F:42])[CH:36]=2)[C@H:10]([CH2:26][C:27]2[C:35]3[C:30](=[CH:31][CH:32]=[CH:33][CH:34]=3)[NH:29][CH:28]=2)[CH2:11]1 |f:5.6.7|. Run in O1CCOCC1 (dioxane). Procedure details: Hydrochloric acid (0.22 ml) was added to a stirred mixture of (2R)-1-[3,5-bis(trifluoromethyl)benzoyl]-4-[N-(2-hydroxybenzylidene)-2-aminoethyl]-2-(1H-indol-3-yl-methyl)piperazine (0.80 g), ethyl acetate (12 ml) and methanol (6 ml) at room temperature. The mixture was stirred at 50° C. for 4.5 hours and then concentrated in vacuo to give an oil. The oil was treated with 4N hydrogen chloride in dioxane solution (0.33 ml) to afford (2R)-4-(2-aminoethyl)-1-[3,5-bis(trifluoromethyl)benzoyl]-2-(1H-in... Reactants: COC(=O)c1ccc(CC(C=Cc2ccccc2OCc2ccc(Br)cc2)CCc2ccc(C#N)cc2)cc1, COCCOC, OB(O)c1ccc(C(F)(F)F)cc1, [Na+], [Na+], O=C([O-])[O-], O. The product is COC(=O)c1ccc(CC(C=Cc2ccccc2OCc2ccc(-c3ccc(C(F)(F)F)cc3)cc2)CCc2ccc(C#N)cc2)cc1. Reaction SMILES: [Br:1][c:2]1[cH:3][cH:4][c:5]([CH2:6][O:7][c:8]2[c:9]([CH:14]=[CH:15][CH:16]([CH2:17][c:18]3[cH:19][cH:20][c:21]([C:22](=[O:23])[O:24][CH3:25])[cH:26][cH:27]3)[CH2:28][CH2:29][c:30]3[cH:31][cH:32][c:33]([C:36]#[N:37])[cH:34][cH:35]3)[cH:10][cH:11][cH:12][cH:13]2)[cH:38][cH:39]1.[CH3:59][O:60][CH2:61][CH2:62][O:63][CH3:64].[F:40][C:41]([c:42]1[cH:43][cH:44][c:45]([B:48]([OH:49])[OH:50])[cH:46][cH:47]1)([F:51])[F:52].[Na+:53].[Na+:54].[O-:55][C:56](=[O:57])[O-:58].[OH2:65]>>[c:2]1(-[c:45]2[cH:44][cH:43][c:42]([C:41]([F:40])([F:51])[F:52])[cH:47][cH:46]2)[cH:3][cH:4][c:5]([CH2:6][O:7][c:8]2[c:9]([CH:14]=[CH:15][CH:16]([CH2:17][c:18]3[cH:19][cH:20][c:21]([C:22](=[O:23])[O:24][CH3:25])[cH:26][cH:27]3)[CH2:28][CH2:29][c:30]3[cH:31][cH:32][c:33]([C:36]#[N:37])[cH:34][cH:35]3)[cH:10][cH:11][cH:12][cH:13]2)[cH:38][cH:39]1. Starting materials: CC(C)O, CCCCCC=CC(C)=O, [H][H]. Yields the product CCCCCC=CC(C)O. Reaction SMILES: [CH3:13][CH:14]([OH:15])[CH3:16].[CH3:1][C:2]([CH:3]=[CH:4][CH2:5][CH2:6][CH2:7][CH2:8][CH3:9])=[O:10].[H:11][H:12]>>[CH3:1][CH:2]([CH:3]=[CH:4][CH2:5][CH2:6][CH2:7][CH2:8][CH3:9])[OH:10]. The reactants are C(CC1=CC=CC=C1)N (phenethylamine), ClC=1C2=C(N=C(N1)C1=CC=NC=C1)SC(=C2)Cl (4-chloro-2-(pyridin-4-yl)-6-chloro-thieno-[2,3-d]-pyrimidine). Procedure: With the procedure of Example 1, the reaction of phenethylamine with 4-chloro-2-(pyridin-4-yl)-6-chloro-thieno-[2,3-d]-pyrimidine yields 2-(pyridin-4-yl)-4-phenethylamino-6-chloro-thieno-[2,3-d]-pyrimidine. The product is N1=CC=C(C=C1)C=1N=C(C2=C(N1)SC(=C2)Cl)NCCC2=CC=CC=C2 (2-(pyridin-4-yl)-4-phenethylamino-6-chloro-thieno-[2,3-d]-pyrimidine). As a reaction SMILES: [CH2:1]([NH2:9])[CH2:2][C:3]1[CH:8]=[CH:7][CH:6]=[CH:5][CH:4]=1.Cl[C:11]1[C:12]2[CH:25]=[C:24]([Cl:26])[S:23][C:13]=2[N:14]=[C:15]([C:17]2[CH:22]=[CH:21][N:20]=[CH:19][CH:18]=2)[N:16]=1>>[N:20]1[CH:19]=[CH:18][C:17]([C:15]2[N:16]=[C:11]([NH:9][CH2:1][CH2:2][C:3]3[CH:8]=[CH:7][CH:6]=[CH:5][CH:4]=3)[C:12]3[CH:25]=[C:24]([Cl:26])[S:23][C:13]=3[N:14]=2)=[CH:22][CH:21]=1. Reactants: C=CCN(Cc1ccccc1)CC(C=C)NC(=O)OC(C)(C)C, C1CCOC1, CO, CCOCC, [Li]CCCC, [Na+], O=C([O-])O. The product is CC1CN(Cc2ccccc2)CC(NC(=O)OC(C)(C)C)C1C. Reaction SMILES: [C:6]([CH3:7])([CH3:8])([CH3:9])[O:10][C:11](=[O:12])[NH:13][CH:14]([CH2:15][N:16]([CH2:17][c:18]1[cH:19][cH:20][cH:21][cH:22][cH:23]1)[CH2:24][CH:25]=[CH2:26])[CH:27]=[CH2:28].[CH2:31]1[O:32][CH2:33][CH2:34][CH2:35]1.[CH3:29][OH:30].[CH3:41][CH2:42][O:43][CH2:44][CH3:45].[Li:1][CH2:2][CH2:3][CH2:4][CH3:5].[Na+:40].[O-:36][C:37]([OH:38])=[O:39]>>[C:6]([CH3:7])([CH3:8])([CH3:9])[O:10][C:11](=[O:12])[NH:13][CH:14]1[CH2:15][N:16]([CH2:17][c:18]2[cH:19][cH:20][cH:21][cH:22][cH:23]2)[CH2:24][CH:25]([CH3:26])[CH:27]1[CH3:28]. Yields the product COCCN(C(=O)c1cc(-c2ccc(OCc3ccccc3)cc2)c(=O)n2ccc3cc(C)sc3c12)c1ccccc1. Reaction SMILES: [CH2:42]([Li:43])[CH2:44][CH2:45][CH3:46].[CH3:1][O:2][CH2:3][CH2:4][N:5]([C:6](=[O:7])[c:8]1[cH:9][c:10](-[c:22]2[cH:23][cH:24][c:25]([O:28][CH2:29][c:30]3[cH:31][cH:32][cH:33][cH:34][cH:35]3)[cH:26][cH:27]2)[c:11](=[O:21])[n:12]2[cH:13][cH:14][c:15]3[c:16]([c:17]12)[s:18][cH:19][cH:20]3)[c:36]1[cH:37][cH:38][cH:39][cH:40][cH:41]1.[CH3:47][I:48].[CH3:49][OH:50].[CH3:56][CH2:57][CH2:58][CH2:59][CH2:60][CH3:61].[O:51]1[CH2:52][CH2:53][CH2:54][CH2:55]1>>[CH3:1][O:2][CH2:3][CH2:4][N:5]([C:6](=[O:7])[c:8]1[cH:9][c:10](-[c:22]2[cH:23][cH:24][c:25]([O:28][CH2:29][c:30]3[cH:31][cH:32][cH:33][cH:34][cH:35]3)[cH:26][cH:27]2)[c:11](=[O:21])[n:12]2[cH:13][cH:14][c:15]3[c:16]([c:17]12)[s:18][c:19]([CH3:42])[cH:20]3)[c:36]1[cH:37][cH:38][cH:39][cH:40][cH:41]1. Starting materials: [Li]CCCC, COCCN(C(=O)c1cc(-c2ccc(OCc3ccccc3)cc2)c(=O)n2ccc3ccsc3c12)c1ccccc1, CI, CO, CCCCCC, C1CCOC1. The reactants are CCCN=C=O, O=C(C1CN1S(=O)(=O)c1ccccc1Cl)N1CCN(c2ncccc2C(F)(F)F)CC1, [I-], [Na+]. Product: CCCN1C(=O)N(S(=O)(=O)c2ccccc2Cl)CC1C(=O)N1CCN(c2ncccc2C(F)(F)F)CC1. Reaction SMILES: [CH2:34]([CH2:35][CH3:36])[N:37]=[C:38]=[O:39].[Cl:1][c:2]1[c:3]([S:8](=[O:9])(=[O:10])[N:11]2[CH:12]([C:14](=[O:15])[N:16]3[CH2:17][CH2:18][N:19]([c:22]4[n:23][cH:24][cH:25][cH:26][c:27]4[C:28]([F:29])([F:30])[F:31])[CH2:20][CH2:21]3)[CH2:13]2)[cH:4][cH:5][cH:6][cH:7]1.[I-:33].[Na+:32]>>[Cl:1][c:2]1[c:3]([S:8](=[O:9])(=[O:10])[N:11]2[CH2:13][CH:12]([C:14](=[O:15])[N:16]3[CH2:17][CH2:18][N:19]([c:22]4[n:23][cH:24][cH:25][cH:26][c:27]4[C:28]([F:29])([F:30])[F:31])[CH2:20][CH2:21]3)[N:37]([CH2:34][CH2:35][CH3:36])[C:38]2=[O:39])[cH:4][cH:5][cH:6][cH:7]1. Reactants: CC(=O)CC(C)C, O=c1[nH]c2cc(Cl)ccc2n1C1CCNCC1, Fc1ccc(C(NCCCl)c2ccc(F)cc2)cc1, Cl, [I-], [K+], [Na+], [Na+], O=C([O-])[O-], O. The product is O=c1[nH]c2cc(Cl)ccc2n1C1CCN(CCNC(c2ccc(F)cc2)c2ccc(F)cc2)CC1. Reaction SMILES: [CH3:47][CH:48]([CH3:49])[CH2:50][C:51](=[O:52])[CH3:53].[Cl:21][c:22]1[cH:23][c:24]2[c:25]([n:26]([CH:30]3[CH2:31][CH2:32][NH:33][CH2:34][CH2:35]3)[c:27](=[O:29])[nH:28]2)[cH:36][cH:37]1.[Cl:2][CH2:3][CH2:4][NH:5][CH:6]([c:7]1[cH:8][cH:9][c:10]([F:13])[cH:11][cH:12]1)[c:14]1[cH:15][cH:16][c:17]([F:20])[cH:18][cH:19]1.[ClH:1].[I-:45].[K+:44].[Na+:38].[Na+:39].[O-:40][C:41](=[O:42])[O-:43].[OH2:46]>>[CH2:3]([CH2:4][NH:5][CH:6]([c:7]1[cH:8][cH:9][c:10]([F:13])[cH:11][cH:12]1)[c:14]1[cH:15][cH:16][c:17]([F:20])[cH:18][cH:19]1)[N:33]1[CH2:32][CH2:31][CH:30]([n:26]2[c:25]3[c:24]([cH:23][c:22]([Cl:21])[cH:37][cH:36]3)[nH:28][c:27]2=[O:29])[CH2:35][CH2:34]1. Reactants: CC#N, O=C(O)c1cn(C2CC2)c2c(F)c(F)c(F)c(F)c2c1=O, CC1(N)CCNC1. The product is CC1(N)CCN(c2c(F)c(F)c3c(=O)c(C(=O)O)cn(C4CC4)c3c2F)C1. As a reaction SMILES: [CH3:29][C:30]#[N:31].[CH:1]1([n:4]2[cH:5][c:6]([C:19](=[O:20])[OH:21])[c:7](=[O:18])[c:8]3[c:9]([F:17])[c:10]([F:16])[c:11]([F:15])[c:12]([F:14])[c:13]23)[CH2:2][CH2:3]1.[NH2:22][C:23]1([CH3:28])[CH2:24][NH:25][CH2:26][CH2:27]1>>[CH:1]1([n:4]2[cH:5][c:6]([C:19](=[O:20])[OH:21])[c:7](=[O:18])[c:8]3[c:9]([F:17])[c:10]([F:16])[c:11]([N:25]4[CH2:24][C:23]([NH2:22])([CH3:28])[CH2:27][CH2:26]4)[c:12]([F:14])[c:13]23)[CH2:2][CH2:3]1.